This data is from the Open Reaction Database (ORD), a public repository of structured organic reaction records. The task is: describe an organic reaction: reactants, conditions, products, and yield The reactants are NC(=O)N (urea), C(CCCCCCCCCCCCCCCCC)(=O)O (stearic acid), polyvinyl chloride, N (ammonia). Yields the product C(CCCCCCCCCCCCCCCCC)(=O)O.N (ammonia stearate). RXN SMILES: [NH2:1]C(N)=O.N.[C:6]([OH:25])(=[O:24])[CH2:7][CH2:8][CH2:9][CH2:10][CH2:11][CH2:12][CH2:13][CH2:14][CH2:15][CH2:16][CH2:17][CH2:18][CH2:19][CH2:20][CH2:21][CH2:22][CH3:23]>>[C:6]([OH:25])(=[O:24])[CH2:7][CH2:8][CH2:9][CH2:10][CH2:11][CH2:12][CH2:13][CH2:14][CH2:15][CH2:16][CH2:17][CH2:18][CH2:19][CH2:20][CH2:21][CH2:22][CH3:23].[NH3:1] |f:3.4|. Reported procedure: The uncured phenolic resin, urea, polyvinyl chloride latex, ammonia and stearic acid were blended and then warmed to 110°-120° F to form an ammonia stearate soap. The mixture then was prefrothed by mixing, cellosize was added, and the blend was again frothed by mixing. The treated fibers were added and the blend was again frothed by mixing.